From a dataset of the Open Reaction Database (ORD), a public repository of structured organic reaction records. describe an organic reaction: reactants, conditions, products, and yield The reactants are C1(=CC=CC=C1)C=1NC=C(N1)CCCN1C(C2=CC=CC=C2C1=O)=O (2-[3-(2-phenyl-1H-imidazol-4-yl)-propyl]-isoindole-1,3-dione), O.NN (hydrazine hydrate). The solvent is C(C)O (ethanol). Run at temperature 2.5 celsius. Yields the product C1(=CC=CC=C1)C=1NC=C(N1)CCCN (3-(2-phenyl-1H-imidazol-4-yl)-propylamine). Yield: 77.2%. Reaction SMILES: [C:1]1([C:7]2[NH:8][CH:9]=[C:10]([CH2:12][CH2:13][CH2:14][N:15]3C(=O)C4C(=CC=CC=4)C3=O)[N:11]=2)[CH:6]=[CH:5][CH:4]=[CH:3][CH:2]=1.O.NN>C(O)C>[C:1]1([C:7]2[NH:8][CH:9]=[C:10]([CH2:12][CH2:13][CH2:14][NH2:15])[N:11]=2)[CH:2]=[CH:3][CH:4]=[CH:5][CH:6]=1 |f:1.2|. Procedure: To a solution of 2-[3-(2-phenyl-1H-imidazol-4-yl)-propyl]-isoindole-1,3-dione (4.16 g) in ethanol (50 ml) was added hydrazine hydrate (3.18 g). The reaction mixture was stirred under reflux for 4 h, cooled down to 0-5° C., and the precipitate was filtered off. The filtrate was concentrated, and the oily residue was quenched with cooled 1 N NaOH solution (20 ml) and extracted with ethyl acetate. The organic phase was washed with brine, dried over magnesium sulphate and concentrated to dryness to ... Starting materials: Cl.COC([C@@H](NC([C@H](NC)CC1=CC=CC=C1)=O)CC1=CNC2=CC=CC=C12)=O (N-methyl-(D)-phenylalanyl-(L)-tryptophan methyl ester hydrochloride), FC=1C=C(C(=O)O)C=C(C1)F (3,5-difluorobenzoic acid), methyl ester. Product: FC=1C=C(C(=O)N([C@H](CC2=CC=CC=C2)C(=O)N[C@@H](CC2=CNC3=CC=CC=C23)C(=O)O)C)C=C(C1)F (N-(3,5-difluorobenzoyl)-N-methyl-(D)-phenylalanyl-(L)-tryptophan). Reaction SMILES: Cl.C[O:3][C:4](=[O:29])[C@H:5]([CH2:19][C:20]1[C:28]2[C:23](=[CH:24][CH:25]=[CH:26][CH:27]=2)[NH:22][CH:21]=1)[NH:6][C:7](=[O:18])[C@@H:8]([CH2:11][C:12]1[CH:17]=[CH:16][CH:15]=[CH:14][CH:13]=1)[NH:9][CH3:10].[F:30][C:31]1[CH:32]=[C:33]([CH:37]=[C:38]([F:40])[CH:39]=1)[C:34](O)=[O:35]>>[F:30][C:31]1[CH:32]=[C:33]([CH:37]=[C:38]([F:40])[CH:39]=1)[C:34]([N:9]([CH3:10])[C@@H:8]([C:7]([NH:6][C@H:5]([C:4]([OH:3])=[O:29])[CH2:19][C:20]1[C:28]2[C:23](=[CH:24][CH:25]=[CH:26][CH:27]=2)[NH:22][CH:21]=1)=[O:18])[CH2:11][C:12]1[CH:13]=[CH:14][CH:15]=[CH:16][CH:17]=1)=[O:35] |f:0.1|. Procedure: Coupling of N-methyl-(D)-phenylalanyl-(L)-tryptophan methyl ester hydrochloride (see example 1) with 3,5-difluorobenzoic acid according to example 12 followed by hydrolysis of the methyl ester moiety according to example 1 gives N-(3,5-difluorobenzoyl)-N-methyl-(D)-phenylalanyl-(L)-tryptophan; FAB-MS m/e 506 (M+H)+. Reactants: O (water), C(CC)OC1=CC=C(C=C1)C=1C=CC2=C(C=C(CCS2)C(=O)OCC)C1 (Ethyl 7-(4-propoxyphenyl)-2,3-dihydro-1-benzothiepine-4-carboxylate), peroxide, iodo-starch, S(=O)([O-])[O-].[Na+].[Na+] (sodium sulfite), OO (hydrogen peroxide). The solvent is C(C)(=O)O (acetic acid), C(C)(=O)O (acetic acid). Reaction conditions: temperature 56 celsius, time 3 hour. The product is C(CC)OC1=CC=C(C=C1)C=1C=CC2=C(C=C(CCS2(=O)=O)C(=O)OCC)C1 (ethyl 7-(4-propoxyphenyl)-1,1-dioxo-2,3-dihydro-1-benzothiepine-4-carboxylate). The yield is 94.0%. RXN SMILES: [CH2:1]([O:4][C:5]1[CH:10]=[CH:9][C:8]([C:11]2[CH:12]=[CH:13][C:14]3S[CH2:19][CH2:18][C:17]([C:21]([O:23][CH2:24][CH3:25])=[O:22])=[CH:16][C:15]=3[CH:26]=2)=[CH:7][CH:6]=1)[CH2:2][CH3:3].OO.[S:29]([O-:32])([O-])=[O:30].[Na+].[Na+].O>C(O)(=O)C>[CH2:1]([O:4][C:5]1[CH:6]=[CH:7][C:8]([C:11]2[CH:12]=[CH:13][C:14]3[S:29](=[O:32])(=[O:30])[CH2:19][CH2:18][C:17]([C:21]([O:23][CH2:24][CH3:25])=[O:22])=[CH:16][C:15]=3[CH:26]=2)=[CH:9][CH:10]=1)[CH2:2][CH3:3] |f:2.3.4|. Procedure details: Ethyl 7-(4-propoxyphenyl)-2,3-dihydro-1-benzothiepine-4-carboxylate (15 g, 40.707 mmol) was suspended in 135 ml of acetic acid and was heated to 56° C. to dissolve. A solution of 30% hydrogen peroxide (9.5 g, 83.449 mmol) in 15 ml of acetic acid was dropped slowly and then was stirred at 65-70° C. for 3 hours. At that temperature, 60 ml of an aqueous sodium sulfite solution was dropped and disappearance of the peroxide was checked with iodo-starch paper. At that temperature, 15 ml of water was d... Starting materials: C(C)(=O)NC=1SC(=CN1)Br (2-acetylamino-5-bromothiazole), SC=1NC=CN1 (2-mercaptoimidazole), C([O-])([O-])=O.[K+].[K+] (potassium carbonate). Solvent: CN(C=O)C (N,N-dimethylformamide). Reaction conditions: temperature 90 celsius. The product is C(C)(=O)NC=1SC(=CN1)SC=1NC=CN1 (2-acetylamino-5-(2-imidazolylthio)thiazole). Isolated yield 87.2%. RXN SMILES: [C:1]([NH:4][C:5]1[S:6][C:7](Br)=[CH:8][N:9]=1)(=[O:3])[CH3:2].[SH:11][C:12]1[NH:13][CH:14]=[CH:15][N:16]=1.C(=O)([O-])[O-].[K+].[K+]>CN(C)C=O>[C:1]([NH:4][C:5]1[S:6][C:7]([S:11][C:12]2[NH:13][CH:14]=[CH:15][N:16]=2)=[CH:8][N:9]=1)(=[O:3])[CH3:2] |f:2.3.4|. Procedure: A mixture of 2-acetylamino-5-bromothiazole (1.9 g), 2-mercaptoimidazole (0.9 g) and potassium carbonate (1.5 g) in N,N-dimethylformamide (30 ml) was heated at 90° C. for 2.5 hours with stirring. The reaction mixture was concentrated under reduced pressure and the residue was extracted with methanol. The solvent was concentrated under reduced pressure to give solid. The solid was subjected to column chromatography on silica gel (silica gel 60, 70-230 mesh; Merck: 150 g) and eluted with a mixture ... The reactants are CO, ClCCl, Fc1ccc(S)cc1, CCCI, [Na+], [OH-], O, O=C(OO)c1cccc(Cl)c1. The product is CCCS(=O)(=O)c1ccc(F)cc1. Reaction SMILES: [CH3:26][OH:27].[Cl:29][CH2:30][Cl:31].[F:1][c:2]1[cH:3][cH:4][c:5]([SH:8])[cH:6][cH:7]1.[I:11][CH2:12][CH2:13][CH3:14].[Na+:10].[OH-:9].[OH2:28].[OH:15][O:16][C:17]([c:18]1[cH:19][c:20]([Cl:21])[cH:22][cH:23][cH:24]1)=[O:25]>>[F:1][c:2]1[cH:3][cH:4][c:5]([S:8](=[O:9])([CH2:12][CH2:13][CH3:14])=[O:15])[cH:6][cH:7]1. The reactants are C1(=CC=CC=C1)[Se]CCO (2-(phenylselenyl)ethanol), C=O (paraformaldehyde), C(Cl)Cl (CH2Cl2). The product is C1(=CC=CC=C1)[Se]CCOCCl ([2-(Phenylselenyl)ethoxy]methyl chloride). Reaction SMILES: [C:1]1([Se:7][CH2:8][CH2:9][OH:10])[CH:6]=[CH:5][CH:4]=[CH:3][CH:2]=1.C=O.[CH2:13](Cl)[Cl:14]>>[C:1]1([Se:7][CH2:8][CH2:9][O:10][CH2:13][Cl:14])[CH:6]=[CH:5][CH:4]=[CH:3][CH:2]=1. Procedure details: To a solution of 2-(phenylselenyl)ethanol (4.0 g, 20 mmol) [prepared according to the literature procedure: P. Rollin, V. V. Bencomo, P. Sinay, Synthesis, 13 (1984)] in CH2Cl2 (15 mL) was added paraformaldehyde (620 mg, 20 mmol). HCl gas was then bubbled into the solution at 5° C. for 2 hr. The solution was dried (MgSO4), and the solvent was removed under reduced pressure to give the title compound as a colorless oil in a quantitative yield. The reactants are CC[C@@]1(C[C@@H]2C[C@@](C3=C(CCN(C2)C1)C4=CC=CC=C4N3)(C5=C(C=C6C(=C5)C78CCN9[C@H]7[C@@](C=CC9)([C@H]([C@@]([C@@H]8N6C)(C(=O)OC)O)O)CC)OC)C(=O)OC)O.NCCC[NH-] (Deacetylvinblastine 3-aminopropyl amide), solution, C(C)(C)N(CC)C(C)C (diisopropylethylamine), C1CCC(CC1)N=C=NC2CCCCC2 (DCC), N([C@@H](CCCC)C(=O)O)C(=O)OC(C)(C)C (Boc-Nle), solution, C=1C=CC2=C(C1)N=NN2O (HOBT). Run in CN(C)C=O (DMF), CN(C)C=O (DMF). Run at time 30 minute. Product: CC[C@@]1(C[C@@H]2C[C@@](C3=C(CCN(C2)C1)C4=CC=CC=C4N3)(C5=C(C=C6C(=C5)C78CCN9[C@H]7[C@@](C=CC9)([C@H]([C@@]([C@@H]8N6C)(C(=O)OC)O)O)CC)OC)C(=O)OC)O.NCCC[NH-].N[C@@H](CCCC)C(=O)N (Deacetylvinblastine 3-aminopropylamide norleucine amide). Reaction SMILES: [NH:1](C(OC(C)(C)C)=O)[C@H:2]([C:7]([OH:9])=O)[CH2:3][CH2:4][CH2:5][CH3:6].C1C=CC2N(O)N=[N:23]C=2C=1.C1CCC(N=C=NC2CCCCC2)CC1.[CH3:42][CH2:43][C@@:44]1([OH:97])[CH2:55][N:53]2[CH2:54][C@@H:46]([CH2:47][C@:48]([C:93]([O:95][CH3:96])=[O:94])([C:63]3[CH:68]=[C:67]4[C:69]56[C@@H:80]([N:81]([CH3:82])[C:66]4=[CH:65][C:64]=3[O:91][CH3:92])[C@@:79]([OH:87])([C:83]([O:85][CH3:86])=[O:84])[C@H:78]([OH:88])[C@:74]3([CH2:89][CH3:90])[CH:75]=[CH:76][CH2:77][N:72]([C@H:73]53)[CH2:71][CH2:70]6)[C:49]3[NH:62][C:61]4[C:56](=[CH:57][CH:58]=[CH:59][CH:60]=4)[C:50]=3[CH2:51][CH2:52]2)[CH2:45]1.[NH2:98][CH2:99][CH2:100][CH2:101][NH-:102].C(N(C(C)C)CC)(C)C>CN(C=O)C>[CH3:42][CH2:43][C@@:44]1([OH:97])[CH2:55][N:53]2[CH2:54][C@@H:46]([CH2:47][C@:48]([C:93]([O:95][CH3:96])=[O:94])([C:63]3[CH:68]=[C:67]4[C:69]56[C@@H:80]([N:81]([CH3:82])[C:66]4=[CH:65][C:64]=3[O:91][CH3:92])[C@@:79]([OH:87])([C:83]([O:85][CH3:86])=[O:84])[C@H:78]([OH:88])[C@:74]3([CH2:89][CH3:90])[CH:75]=[CH:76][CH2:77][N:72]([C@H:73]53)[CH2:71][CH2:70]6)[C:49]3[NH:62][C:61]4[C:56](=[CH:57][CH:58]=[CH:59][CH:60]=4)[C:50]=3[CH2:51][CH2:52]2)[CH2:45]1.[NH2:98][CH2:99][CH2:100][CH2:101][NH-:102].[NH2:1][C@H:2]([C:7]([NH2:23])=[O:9])[CH2:3][CH2:4][CH2:5][CH3:6] |f:3.4,7.8.9|. Procedure details: To a DMF solution (1 ml) of Boc-Nle (22 mg, 0.095 mmol) was added 318 μl of a 1M solution of HOBT (in NMP) followed by 280 μl of a 1M solution of DCC (in NMP). After 30 min., intermediate (11) (0.0624 mmol) was added in a 3.5 ml DMF. The pH of the reaction was adjusted ~7.5 with diisopropylethylamine. After stirring for 18 hrs the reaction was concentrated to an oil and the Boc protecting group removed by treating the oil with a 1:1 solution of TFA: CH2Cl2 (20 ml). After 5 min. the reaction was ... The reactants are BrC1=C(N=C(N(C1=O)CC1=CC=C(C=C1)C=1C(=CC=CC1)C#N)CCC)CC (4′-[(5-bromo-4-ethyl-6-oxo-2-propylpyrimidin-1(6H)-yl)methyl]biphenyl-2-carbonitrile), O1CCC2=C1C=CC(=C2)B(O)O (2,3-dihydro-1-benzofuran-5-ylboronic acid), C([O-])([O-])=O.[Cs+].[Cs+] (cesium carbonate). Reagents/catalysts: C1=CC=C(C=C1)P([C-]2C=CC=C2)C3=CC=CC=C3.C1=CC=C(C=C1)P([C-]2C=CC=C2)C3=CC=CC=C3.Cl[Pd]Cl.[Fe+2] ([1,1′-bis(diphenylphosphino)ferrocene]dichloropalladium). The solvent is O1CCOCC1 (1,4-dioxane), C(C)(=O)OCC (ethyl acetate). Run at temperature 90 celsius, time 12 hour. The product is O1CCC2=C1C=CC(=C2)C2=C(N=C(N(C2=O)CC2=CC=C(C=C2)C=2C(=CC=CC2)C#N)CCC)CC (4′-{[5-(2,3-dihydro-1-benzofuran-5-yl)-4-ethyl-6-oxo-2-propylpyrimidin-1(6H)-yl]methyl}biphenyl-2-carbonitrile). Isolated yield 87.2%. RXN SMILES: Br[C:2]1[C:7](=[O:8])[N:6]([CH2:9][C:10]2[CH:15]=[CH:14][C:13]([C:16]3[C:17]([C:22]#[N:23])=[CH:18][CH:19]=[CH:20][CH:21]=3)=[CH:12][CH:11]=2)[C:5]([CH2:24][CH2:25][CH3:26])=[N:4][C:3]=1[CH2:27][CH3:28].[O:29]1[C:33]2[CH:34]=[CH:35][C:36](B(O)O)=[CH:37][C:32]=2[CH2:31][CH2:30]1.C(=O)([O-])[O-].[Cs+].[Cs+]>O1CCOCC1.C(OCC)(=O)C.C1C=CC(P(C2C=CC=CC=2)[C-]2C=CC=C2)=CC=1.C1C=CC(P(C2C=CC=CC=2)[C-]2C=CC=C2)=CC=1.Cl[Pd]Cl.[Fe+2]>[O:29]1[C:33]2[CH:34]=[CH:35][C:36]([C:2]3[C:7](=[O:8])[N:6]([CH2:9][C:10]4[CH:15]=[CH:14][C:13]([C:16]5[C:17]([C:22]#[N:23])=[CH:18][CH:19]=[CH:20][CH:21]=5)=[CH:12][CH:11]=4)[C:5]([CH2:24][CH2:25][CH3:26])=[N:4][C:3]=3[CH2:27][CH3:28])=[CH:37][C:32]=2[CH2:31][CH2:30]1 |f:2.3.4,7.8.9.10|. Procedure: To a solution of 4′-[(5-bromo-4-ethyl-6-oxo-2-propylpyrimidin-1(6H)-yl)methyl]biphenyl-2-carbonitrile (1.0 g) and 2,3-dihydro-1-benzofuran-5-ylboronic acid (0.56 g) in 1,4-dioxane (20 mL) were added 2 M aqueous cesium carbonate solution (4 mL) and [1,1′-bis(diphenylphosphino)ferrocene]dichloropalladium (0.09 g), and the mixture was stirred at 90° C. for 12 hr under an argon atmosphere. The reaction mixture was diluted with ethyl acetate, and the insoluble material was filtered off through celite... Reactants: COc1cccc(CNC(=O)Nc2ccc3c(c2)c(N)nn3C(=O)OC(C)(C)C)c1, Cl, C1COCCO1. Yields the product COc1cccc(CNC(=O)Nc2ccc3[nH]nc(N)c3c2)c1. As a reaction SMILES: [C:1]([O:2][C:3](=[O:4])[n:8]1[n:9][c:10]([NH2:30])[c:11]2[cH:12][c:13]([NH:17][C:18](=[O:19])[NH:20][CH2:21][c:22]3[cH:23][c:24]([O:28][CH3:29])[cH:25][cH:26][cH:27]3)[cH:14][cH:15][c:16]12)([CH3:5])([CH3:6])[CH3:7].[ClH:31].[O:32]1[CH2:33][CH2:34][O:35][CH2:36][CH2:37]1>>[nH:8]1[n:9][c:10]([NH2:30])[c:11]2[cH:12][c:13]([NH:17][C:18](=[O:19])[NH:20][CH2:21][c:22]3[cH:23][c:24]([O:28][CH3:29])[cH:25][cH:26][cH:27]3)[cH:14][cH:15][c:16]12.